Dataset: the Open Reaction Database (ORD), a public repository of structured organic reaction records. Task: describe an organic reaction: reactants, conditions, products, and yield The reactants are [Mn](=O)(=O)(=O)[O-].[K+] (Potassium permanganate), C(C)(=O)NC1=C(C=C(C(=C1)F)S(N)(=O)=O)C (2-acetamido-4-fluoro-5-sulphamyltoluene), O.O.O.O.O.O.O.S(=O)(=O)([O-])[O-].[Mg+2] (magnesium sulphate heptahydrate), O (water). Run in [OH-].[Na+] (sodium hydroxide). Reaction conditions: time 4 hour. The product is FC=1C=C(C(C(=O)O)=CC1S(N)(=O)=O)N (4-fluoro-5-sulphamylanthranilic acid). As a reaction SMILES: C([NH:4][C:5]1[CH:10]=[C:9]([F:11])[C:8]([S:12](=[O:15])(=[O:14])[NH2:13])=[CH:7][C:6]=1[CH3:16])(=O)C.[OH2:17].[OH2:18].O.O.O.O.O.S([O-])([O-])(=O)=O.[Mg+2].O.[Mn]([O-])(=O)(=O)=O.[K+]>[OH-].[Na+]>[F:11][C:9]1[CH:10]=[C:5]([NH2:4])[C:6](=[CH:7][C:8]=1[S:12](=[O:14])(=[O:15])[NH2:13])[C:16]([OH:18])=[O:17] |f:1.2.3.4.5.6.7.8.9,11.12,13.14|. Procedure details: A mixture of 25.0 g (0.102 molecule) of purified sulphonamide (4), 36.7 g of magnesium sulphate heptahydrate and of 560 ml of water was stirred and heated to 80°. Potassium permanganate (48.1 g) was added, in portions, keeping the temperature between 80° and 85°. The mixture was taken to 90° during 4 hours, filtered hot and the cake, (collected into a mass), of manganese dioxide was washed with water. The filtrate was acidified with concentrated hydrochloric acid and the precipitate of compound ... Starting materials: CC(=O)[O-], CC(=O)[O-], CCC(CC)(c1ccc(B2OC(C)(C)C(C)(C)O2)cc1)c1ccc(O)c(C)c1, COC(=O)Cc1cncc(Br)c1, Cc1ccccc1, COc1cccc(OC)c1-c1ccccc1P(C1CCCCC1)C1CCCCC1, [Cl-], [K+], [K+], [K+], [NH4+], O, O=P([O-])([O-])[O-], [Pd+2]. Product: CCC(CC)(c1ccc(-c2cncc(CC(=O)OC)c2)cc1)c1ccc(O)c(C)c1. As a reaction SMILES: [C:87]([O-:88])(=[O:89])[CH3:90].[C:92]([O-:93])(=[O:94])[CH3:95].[CH2:50]([CH3:51])[C:52]([CH2:53][CH3:54])([c:55]1[cH:56][cH:57][c:58]([B:61]2[O:62][C:63]([CH3:64])([CH3:65])[C:66]([CH3:67])([CH3:68])[O:69]2)[cH:59][cH:60]1)[c:70]1[cH:71][c:72]([CH3:77])[c:73]([OH:76])[cH:74][cH:75]1.[CH3:1][O:2][C:3]([CH2:4][c:5]1[cH:6][n:7][cH:8][c:9]([Br:11])[cH:10]1)=[O:12].[CH3:80][c:81]1[cH:82][cH:83][cH:84][cH:85][cH:86]1.[CH:13]1([P:14]([CH:15]2[CH2:16][CH2:17][CH2:18][CH2:19][CH2:20]2)[c:21]2[cH:22][cH:23][cH:24][cH:25][c:26]2-[c:27]2[c:28]([O:29][CH3:30])[cH:31][cH:32][cH:33][c:34]2[O:35][CH3:36])[CH2:37][CH2:38][CH2:39][CH2:40][CH2:41]1.[Cl-:78].[K+:47].[K+:48].[K+:49].[NH4+:79].[OH2:96].[P:42]([O-:43])([O-:44])([O-:45])=[O:46].[Pd+2:91]>>[CH3:1][O:2][C:3]([CH2:4][c:5]1[cH:6][n:7][cH:8][c:9](-[c:58]2[cH:57][cH:56][c:55]([C:52]([CH2:50][CH3:51])([CH2:53][CH3:54])[c:70]3[cH:71][c:72]([CH3:77])[c:73]([OH:76])[cH:74][cH:75]3)[cH:60][cH:59]2)[cH:10]1)=[O:12].